This data is from the Open Reaction Database (ORD), a public repository of structured organic reaction records. The task is: describe an organic reaction: reactants, conditions, products, and yield Starting materials: C1CCOC1, CCC(C(=O)OC)c1ccc(NC(=O)C2NC(CC(C)(C)C)C(C#N)(c3ccc(Cl)cc3F)C2c2cccc(Cl)c2F)cc1, CO, CCOC(C)=O, [Li+], [OH-], O. The product is CCC(C(=O)O)c1ccc(NC(=O)C2NC(CC(C)(C)C)C(C#N)(c3ccc(Cl)cc3F)C2c2cccc(Cl)c2F)cc1. As a reaction SMILES: [CH2:47]1[O:48][CH2:49][CH2:50][CH2:51]1.[CH3:1][O:2][C:3]([CH:4]([CH2:5][CH3:6])[c:7]1[cH:8][cH:9][c:10]([NH:13][C:14](=[O:15])[CH:16]2[NH:17][CH:18]([CH2:39][C:40]([CH3:41])([CH3:42])[CH3:43])[C:19]([C:29]#[N:30])([c:31]3[c:32]([F:38])[cH:33][c:34]([Cl:37])[cH:35][cH:36]3)[CH:20]2[c:21]2[c:22]([F:28])[c:23]([Cl:27])[cH:24][cH:25][cH:26]2)[cH:11][cH:12]1)=[O:44].[CH3:52][OH:53].[CH3:55][CH2:56][O:57][C:58](=[O:59])[CH3:60].[Li+:46].[OH-:45].[OH2:54]>>[O:2]=[C:3]([CH:4]([CH2:5][CH3:6])[c:7]1[cH:8][cH:9][c:10]([NH:13][C:14](=[O:15])[CH:16]2[NH:17][CH:18]([CH2:39][C:40]([CH3:41])([CH3:42])[CH3:43])[C:19]([C:29]#[N:30])([c:31]3[c:32]([F:38])[cH:33][c:34]([Cl:37])[cH:35][cH:36]3)[CH:20]2[c:21]2[c:22]([F:28])[c:23]([Cl:27])[cH:24][cH:25][cH:26]2)[cH:11][cH:12]1)[OH:44]. The reactants are C(C)(=O)C=1C=CC2=C(C(C=3C(=NC(=C(C3)C(=O)OCC)N)O2)=O)C1 (ethyl 7-acetyl-2-amino-5-oxo-5H-[1]benzopyrano[2,3-b]pyridine-3-carboxylate), Cl (hydrochloric acid), [OH-].[Na+] (sodium hydroxide). Solvent: C(C)O (ethanol), O (water), O (water). Conditions: time 1.5 hour. Yields the product C(C)(=O)C=1C=CC2=C(C(C=3C(=NC(=C(C3)C(=O)O)N)O2)=O)C1 (7-acetyl-2-amino-5-oxo-5H-[1]benzopyrano[2,3-b]pyridine-3-carboxylic acid). Yield: 93.5%. RXN SMILES: [C:1]([C:4]1[CH:5]=[CH:6][C:7]2[O:22][C:11]3=[N:12][C:13]([NH2:21])=[C:14]([C:16]([O:18]CC)=[O:17])[CH:15]=[C:10]3[C:9](=[O:23])[C:8]=2[CH:24]=1)(=[O:3])[CH3:2].[OH-].[Na+].Cl>C(O)C.O>[C:1]([C:4]1[CH:5]=[CH:6][C:7]2[O:22][C:11]3=[N:12][C:13]([NH2:21])=[C:14]([C:16]([OH:18])=[O:17])[CH:15]=[C:10]3[C:9](=[O:23])[C:8]=2[CH:24]=1)(=[O:3])[CH3:2] |f:1.2|. Procedure: In ethanol (3 l) was suspended ethyl 7-acetyl-2-amino-5-oxo-5H-[1]benzopyrano[2,3-b]pyridine-3-carboxylate (46 g). To the suspension were added water (460 ml) and 1N sodium hydroxide (462 ml). The mixture was stirred at room temperature for 1.5 hour, then at 50°-55° C. for 2 hours. The precipitating crystals were collected by filtration, and washed with ethanol. The crystals thus obtained were suspended in warm water (about 2 l). To the suspension was added concentrated hydrochloric acid (20 ml)... Reactants: CC(C)(C)[Si](Oc1cccc(CC2CC(=O)OC2c2nc(-c3ccccc3)c(-c3ccccc3)o2)c1)(c1ccccc1)c1ccccc1, CCCC[N+](CCCC)(CCCC)CCCC, [F-], C1CCOC1. Yields the product O=C1CC(Cc2cccc(O)c2)C(c2nc(-c3ccccc3)c(-c3ccccc3)o2)O1. Reaction SMILES: [C:19]([Si:20]([c:21]1[cH:22][cH:23][cH:55][cH:56][cH:57]1)([O:24][c:25]1[cH:26][c:27]([CH2:28][CH:29]2[CH:30]([c:35]3[o:36][c:37](-[c:46]4[cH:47][cH:48][cH:49][cH:50][cH:51]4)[c:38](-[c:40]4[cH:41][cH:42][cH:43][cH:44][cH:45]4)[n:39]3)[O:31][C:32](=[O:34])[CH2:33]2)[cH:52][cH:53][cH:54]1)[c:58]1[cH:59][cH:60][cH:61][cH:62][cH:63]1)([CH3:64])([CH3:65])[CH3:66].[CH3:2][CH2:3][CH2:4][CH2:5][N+:6]([CH2:7][CH2:8][CH2:9][CH3:10])([CH2:11][CH2:12][CH2:13][CH3:14])[CH2:15][CH2:16][CH2:17][CH3:18].[F-:1].[O:67]1[CH2:68][CH2:69][CH2:70][CH2:71]1>>[OH:24][c:25]1[cH:26][c:27]([CH2:28][CH:29]2[CH:30]([c:35]3[o:36][c:37](-[c:46]4[cH:47][cH:48][cH:49][cH:50][cH:51]4)[c:38](-[c:40]4[cH:41][cH:42][cH:43][cH:44][cH:45]4)[n:39]3)[O:31][C:32](=[O:34])[CH2:33]2)[cH:52][cH:53][cH:54]1. Reactants: S(=O)(Cl)Cl (thionyl chloride), C(C)S(=O)(=O)C=1C=C(C2=C(OCCO2)C1)C(=O)O (7-ethylsulfonyl-1,4-benzodioxane-5-carboxylic acid). The reagents and catalysts are CN(C=O)C (dimethyl formamide). Product: C(C)S(=O)(=O)C=1C=C(C2=C(OCCO2)C1)C(=O)Cl (7-ethylsulfonyl-1,4-benzodioxane-5-carbonyl chloride). Yield: 99.7%. RXN SMILES: S(Cl)([Cl:3])=O.[CH2:5]([S:7]([C:10]1[CH:11]=[C:12]([C:20]([OH:22])=O)[C:13]2[O:18][CH2:17][CH2:16][O:15][C:14]=2[CH:19]=1)(=[O:9])=[O:8])[CH3:6]>CN(C)C=O>[CH2:5]([S:7]([C:10]1[CH:11]=[C:12]([C:20]([Cl:3])=[O:22])[C:13]2[O:18][CH2:17][CH2:16][O:15][C:14]=2[CH:19]=1)(=[O:9])=[O:8])[CH3:6]. Procedure details: 243 g of thionyl chloride, a few drops of dimethyl formamide and 139 g of 7-ethylsulfonyl-1,4-benzodioxane-5-carboxylic acid were introduced into a balloon flask provided with a condenser. The mixture was heated and then the thionyl chloride in excess was distilled off under vacuum. 148 g of 7-ethylsulfonyl-1,4-benzodioxane-5-carbonyl chloride were obtained (M.P.: 146°-147° C.; yield: 100%). The reactants are CS(=O)(=O)OCC[C@@H](C1=CC=CC=C1)NC(=O)[C@@H]1SCCN1S(=O)(=O)C1=CC=C(C=C1)C1=CC=CC=C1 ((3S)-3-({[(2S)-3-([1,1′-biphenyl]-4-ylsulfonyl)-1,3-thiazolidin-2-yl]carbonyl}amino)-3-phenylpropyl methanesulfonate), CS(=O)(=O)OCC[C@@H](C1=CC=CC=C1)NC(=O)[C@@H]1SCCN1S(=O)(=O)C1=CC=C(C=C1)C1=CC=CC=C1 ((3S)-3-({[(2S)-3-([1,1′-biphenyl]-4-ylsulfonyl)-1,3-thiazolidin-2-yl]carbonyl}amino)-3-phenylpropyl methanesulfonate), O1C(=CC=C1)CNC (2-furyl-N-methylmethanamine). The product is C1(=CC=C(C=C1)S(=O)(=O)N1[C@@H](SCC1)C(=O)N[C@@H](CCN(C)CC=1OC=CC1)C1=CC=CC=C1)C1=CC=CC=C1 ((2S)-3-([1,1′-biphenyl]-4-ylsulfonyl)-N-{(1S)-3-[(2-furylmethyl)(methyl)-amino]-1-phenylpropyl}-1,3-thiazolidine-2-carboxamide). As a reaction SMILES: CS(O[CH2:6][CH2:7][C@H:8]([NH:15][C:16]([C@H:18]1[N:22]([S:23]([C:26]2[CH:31]=[CH:30][C:29]([C:32]3[CH:37]=[CH:36][CH:35]=[CH:34][CH:33]=3)=[CH:28][CH:27]=2)(=[O:25])=[O:24])[CH2:21][CH2:20][S:19]1)=[O:17])[C:9]1[CH:14]=[CH:13][CH:12]=[CH:11][CH:10]=1)(=O)=O.[O:38]1[CH:42]=[CH:41][CH:40]=[C:39]1[CH2:43][NH:44][CH3:45]>>[C:29]1([C:32]2[CH:37]=[CH:36][CH:35]=[CH:34][CH:33]=2)[CH:30]=[CH:31][C:26]([S:23]([N:22]2[CH2:21][CH2:20][S:19][C@H:18]2[C:16]([NH:15][C@H:8]([C:9]2[CH:14]=[CH:13][CH:12]=[CH:11][CH:10]=2)[CH2:7][CH2:6][N:44]([CH2:43][C:39]2[O:38][CH:42]=[CH:41][CH:40]=2)[CH3:45])=[O:17])(=[O:25])=[O:24])=[CH:27][CH:28]=1. Reported procedure: Following the general method A as outlined in Example 16, starting from (3S)-3-({[(2S)-3-([1,1′-biphenyl]-4-ylsulfonyl)-1,3-thiazolidin-2-yl]carbonyl}amino)-3-phenylpropyl methanesulfonate (Intermediate 9) and 2-furyl-N-methylmethanamine, the title compound was obtained in 98.2% purity by HPLC. Starting materials: ClC=1N=CC=2N(C(C3(CN(C2N1)C1CCCCC1)CC3)=O)C (2′-chloro-9′-cyclohexyl-5′-methyl-8′,9′-dihydrospiro[cyclopropane-1,7′-pyrimido[5,4-b][1,4]diazepin]-6′(5′H)-one), ClC=1N=CC=2N(C(C3(CN(C2N1)C1CCCCC1)CC3)=O)C (2′-chloro-9′-cyclohexyl-5′-methyl-8′,9′-dihydrospiro[cyclopropane-1,7′-pyrimido[5,4-b][1,4]diazepin]-6′(5′H)-one), NC1=CC(=C(C(=O)N[C@H]2CN(CC2)C)C=C1OC)F (4-amino-2-fluoro-5-methoxy-N-[(3R)-1-methylpyrrolidin-3-yl]benzamide), NC1=CC(=C(C(=O)N[C@H]2CN(CC2)C)C=C1OC)F (4-amino-2-fluoro-5-methoxy-N-[(3R)-1-methylpyrrolidin-3-yl]benzamide), O.C1(=CC=C(C=C1)S(=O)(=O)O)C (p-toluenesulphonic acid monohydrate). The solvent is CC(CC(C)O)C (4-methyl-2-pentanol). Yields the product C1(CCCCC1)N1C2=C(N(C(C3(C1)CC3)=O)C)C=NC(=N2)NC2=CC(=C(C(=O)N[C@H]3CN(CC3)C)C=C2OC)F (4-(9′-cyclohexyl-5′-methyl-6′-oxo-5′,6′,8′,9′-tetrahydrospiro[cyclopropane-1,7′-pyrimido[5,4-b][1,4]diazepine]-2′-ylamino)-2-fluoro-5-methoxy-N-[(3R)-1-methylpyrrolidin-3-yl]benzamide). Isolated yield 39.7%. RXN SMILES: Cl[C:2]1[N:3]=[CH:4][C:5]2[N:6]([CH3:22])[C:7](=[O:21])[C:8]3([CH2:20][CH2:19]3)[CH2:9][N:10]([CH:13]3[CH2:18][CH2:17][CH2:16][CH2:15][CH2:14]3)[C:11]=2[N:12]=1.[NH2:23][C:24]1[C:38]([O:39][CH3:40])=[CH:37][C:27]([C:28]([NH:30][C@@H:31]2[CH2:35][CH2:34][N:33]([CH3:36])[CH2:32]2)=[O:29])=[C:26]([F:41])[CH:25]=1.O.C1(C)C=CC(S(O)(=O)=O)=CC=1>CC(C)CC(O)C>[CH:13]1([N:10]2[CH2:9][C:8]3([CH2:20][CH2:19]3)[C:7](=[O:21])[N:6]([CH3:22])[C:5]3[CH:4]=[N:3][C:2]([NH:23][C:24]4[C:38]([O:39][CH3:40])=[CH:37][C:27]([C:28]([NH:30][C@@H:31]5[CH2:35][CH2:34][N:33]([CH3:36])[CH2:32]5)=[O:29])=[C:26]([F:41])[CH:25]=4)=[N:12][C:11]2=3)[CH2:18][CH2:17][CH2:16][CH2:15][CH2:14]1 |f:2.3|. Procedure details: 2′-chloro-9′-cyclohexyl-5′-methyl-8′,9′-dihydrospiro[cyclopropane-1,7′-pyrimido[5,4-b][1,4]diazepin]-6′(5′H)-one (Intermediate 270; 103 mg, 0.32 mmol), 4-amino-2-fluoro-5-methoxy-N-[(3R)-1-methylpyrrolidin-3-yl]benzamide (Intermediate 182; 87 mg, 0.32 mmol) and p-toluenesulphonic acid monohydrate (154 mg, 0.81 mmol) were heated in 4-methyl-2-pentanol (3 mL) at 140° C. for 3 hours. The mixture was cooled and absorbed on to an SCX column, which was then washed with methanol and eluted with ammonia... Starting materials: [BH4-], CCOC(=O)c1sc(SC)c(C#N)c1-c1ccc(I)cc1, CCO, [Na+]. Yields the product CCOC(=O)c1scc(C#N)c1-c1ccc(I)cc1. As a reaction SMILES: [BH4-:1].[CH2:3]([CH3:4])[O:5][C:6](=[O:7])[c:8]1[s:9][c:10]([S:22][CH3:23])[c:11]([C:20]#[N:21])[c:12]1-[c:13]1[cH:14][cH:15][c:16]([I:19])[cH:17][cH:18]1.[CH3:24][CH2:25][OH:26].[Na+:2]>>[CH2:3]([CH3:4])[O:5][C:6](=[O:7])[c:8]1[s:9][cH:10][c:11]([C:20]#[N:21])[c:12]1-[c:13]1[cH:14][cH:15][c:16]([I:19])[cH:17][cH:18]1.